From a dataset of the Open Reaction Database (ORD), a public repository of structured organic reaction records. describe an organic reaction: reactants, conditions, products, and yield Starting materials: O=C([O-])O, Cl, NO, [Na+], C1CCOC1, Cc1cc(COc2ccc(S(=O)(=O)CC(C=C3CCC4(CC3)OCCO4)NO)cc2)c2ccccc2n1. Product: Cc1cc(COc2ccc(S(=O)(=O)CC(C=C3CCC(=NO)CC3)NO)cc2)c2ccccc2n1. As a reaction SMILES: [C:41](=[O:42])([OH:43])[O-:44].[ClH:3].[NH2:1][OH:2].[Na+:45].[O:46]1[CH2:47][CH2:48][CH2:49][CH2:50]1.[O:4]1[CH2:7][CH2:6][O:5][C:8]12[CH2:9][CH2:10][C:11](=[CH:14][CH:15]([CH2:16][S:17](=[O:18])(=[O:19])[c:20]1[cH:21][cH:22][c:23]([O:26][CH2:27][c:28]3[cH:29][c:30]([CH3:38])[n:31][c:32]4[cH:33][cH:34][cH:35][cH:36][c:37]34)[cH:24][cH:25]1)[NH:39][OH:40])[CH2:12][CH2:13]2>>[N:1]([OH:2])=[C:8]1[CH2:9][CH2:10][C:11](=[CH:14][CH:15]([CH2:16][S:17](=[O:18])(=[O:19])[c:20]2[cH:21][cH:22][c:23]([O:26][CH2:27][c:28]3[cH:29][c:30]([CH3:38])[n:31][c:32]4[cH:33][cH:34][cH:35][cH:36][c:37]34)[cH:24][cH:25]2)[NH:39][OH:40])[CH2:12][CH2:13]1. Starting materials: FC1=CC=C2C(=NN(C2=C1)C)C1CCNCC1 (4-(6-fluoro-1-methyl-1H-indazol-3-yl)piperidine), C1(=CC=CC=C1)C1OC1 (phenyloxirane). The solvent is C(C)#N (acetonitrile). Product: OC(CN1CCC(CC1)C1=NN(C2=CC(=CC=C12)F)C)C1=CC=CC=C1 (1-(2-hydroxy-2-phenyl-ethyl)-4-(6-fluoro-1-methyl-1H -indazol-3-yl)-piperidine). Isolated yield 32.9%. As a reaction SMILES: [F:1][C:2]1[CH:10]=[C:9]2[C:5]([C:6]([CH:12]3[CH2:17][CH2:16][NH:15][CH2:14][CH2:13]3)=[N:7][N:8]2[CH3:11])=[CH:4][CH:3]=1.[C:18]1([CH:24]2[CH2:26][O:25]2)[CH:23]=[CH:22][CH:21]=[CH:20][CH:19]=1>C(#N)C>[OH:25][CH:24]([C:18]1[CH:23]=[CH:22][CH:21]=[CH:20][CH:19]=1)[CH2:26][N:15]1[CH2:16][CH2:17][CH:12]([C:6]2[C:5]3[C:9](=[CH:10][C:2]([F:1])=[CH:3][CH:4]=3)[N:8]([CH3:11])[N:7]=2)[CH2:13][CH2:14]1. Reported procedure: A mixture of 4-(6-fluoro-1-methyl-1H-indazol-3-yl)piperidine (1 g; 4.3 mmol) and phenyloxirane (0.6 g; 5 mmol) in 10 ml acetonitrile was refluxed for 16 h. The cooled reaction mixture was concentrated in vacuo and purified by chromatography on silica gel 60 with ethyl acetate: methanol (9:1, v/v) as eluent. Concentration of the appropriate fractions gave 500 mg (33%) of 1-(2-hydroxy-2-phenyl-ethyl)-4-(6-fluoro-1-methyl-1H -indazol-3-yl)-piperidine. Reactants: C(C)OC(=O)C1(CCC1)Br (1-ethoxycarbonyl-1-bromocyclobutane), C([O-])([O-])=O.[Cs+].[Cs+] (cesium carbonate), reagent, C(C)OC(=O)C1(CCC1)Br (1-Ethoxycarbonyl-1-bromocyclobutane), C(C)OC(=O)N1CCN(CC1)C(=O)C(CCC(=O)OC(C)(C)C)NC(=O)C1=NC2=CC=CC=C2C(=C1)O (2-[1-(4-(ethoxycarbonyl)piperazin-1-yl)carbonyl-3-(1,1-dimethylethoxycarbonyl)propyl]aminocarbonyl-4-hydroxyquinoline), C([O-])([O-])=O.[Cs+].[Cs+] (cesium carbonate). Solvent: CN(C=O)C (N,N-dimethylformamide). Reaction conditions: time 2 hour. The product is C(C)OC(=O)N1CCN(CC1)C(=O)C(CCC(=O)OC(C)(C)C)NC(=O)C1=NC2=CC(=CC=C2C(=C1)OC1(CCC1)C(=O)OCC)C (2-[1-(4-(ethoxycarbonyl)piperazin-1-yl)carbonyl-3-(1,1-dimethylethoxycarbonyl)propyl]aminocarbonyl-7-methyl-4-(1-(ethoxycarbonyl)cyclobut-1-oxy)quinoline). Isolated yield 45.2%. As a reaction SMILES: [CH2:1]([O:3][C:4]([C:6]1(Br)[CH2:9][CH2:8][CH2:7]1)=[O:5])[CH3:2].[CH2:11]([O:13][C:14]([N:16]1[CH2:21][CH2:20][N:19]([C:22]([CH:24]([NH:34][C:35]([C:37]2[CH:46]=[C:45]([OH:47])[C:44]3[C:39](=[CH:40][CH:41]=[CH:42][CH:43]=3)[N:38]=2)=[O:36])[CH2:25][CH2:26][C:27]([O:29][C:30]([CH3:33])([CH3:32])[CH3:31])=[O:28])=[O:23])[CH2:18][CH2:17]1)=[O:15])[CH3:12].[C:48](=O)([O-])[O-].[Cs+].[Cs+]>CN(C)C=O>[CH2:11]([O:13][C:14]([N:16]1[CH2:17][CH2:18][N:19]([C:22]([CH:24]([NH:34][C:35]([C:37]2[CH:46]=[C:45]([O:47][C:6]3([C:4]([O:3][CH2:1][CH3:2])=[O:5])[CH2:9][CH2:8][CH2:7]3)[C:44]3[C:39](=[CH:40][C:41]([CH3:48])=[CH:42][CH:43]=3)[N:38]=2)=[O:36])[CH2:25][CH2:26][C:27]([O:29][C:30]([CH3:33])([CH3:32])[CH3:31])=[O:28])=[O:23])[CH2:20][CH2:21]1)=[O:15])[CH3:12] |f:2.3.4|. Procedure details: 1-Ethoxycarbonyl-1-bromocyclobutane (0.62 g, 3.03 mmol) was added to a solution of 2-[1-(4-(ethoxycarbonyl)piperazin-1-yl)carbonyl-3-(1,1-dimethylethoxycarbonyl)propyl]aminocarbonyl-4-hydroxyquinoline (0.8 g, 1.52 mmol) and cesium carbonate (1.00 g, 3.03 mmol) in N,N-dimethylformamide (DMF) (15 mL) and stirred at 90–100° C. At every 2 hours, excess equimolar amounts of 1-ethoxycarbonyl-1-bromocyclobutane and cesium carbonate were added to the solution to a total of 8 equivalents of each reagent.... Starting materials: [OH-].[Na+] (sodium hydroxide), C(CC=C)OC(C1=CC(=CC(=C1)C(F)(F)F)OCCC=C)=O (3-But-3-enyloxy-5-trifluoromethyl-benzoic acid but-3-enyl ester), Cl (hydrochloric acid). Run in CO (methanol). Conditions: time 2 hour. Yields the product C(CC=C)OC=1C=C(C(=O)O)C=C(C1)C(F)(F)F (3-but-3-enyloxy-5-trifluoromethyl-benzoic acid). Isolated yield 97.6%. As a reaction SMILES: C([O:5][C:6](=[O:22])[C:7]1[CH:12]=[C:11]([C:13]([F:16])([F:15])[F:14])[CH:10]=[C:9]([O:17][CH2:18][CH2:19][CH:20]=[CH2:21])[CH:8]=1)CC=C.[OH-].[Na+].Cl>CO>[CH2:18]([O:17][C:9]1[CH:8]=[C:7]([CH:12]=[C:11]([C:13]([F:14])([F:15])[F:16])[CH:10]=1)[C:6]([OH:22])=[O:5])[CH2:19][CH:20]=[CH2:21] |f:1.2|. Procedure: 3-But-3-enyloxy-5-trifluoromethyl-benzoic acid but-3-enyl ester (2.64 g, 8.39 mmol) was dissolved in methanol. A 5 N aqueous sodium hydroxide solution (5.1 ml, 25.2 mmol) was added and the mixture was stirred at room temperature for two hours. The reaction solution was cooled, quenched with 2 N hydrochloric acid (20 ml, 40 mmol) and then extracted with ethyl acetate. The organic layer was washed with water and saturated brine, and then dried over anhydrous sodium sulfate and concentrated under r... The reactants are CC1(CC=2C=3C=NNC(C3SC2C1)=O)C (4,4-Dimethyl-7-thia-10,11-diazatricyclo[6.4.0.02,6]dodeca-1(8),2(6),11-trien-9-one), BrC1=C(C=O)C(=CC(=C1)F)Br (2,6-dibromo-4-fluorobenzaldehyde), CuBr, N(C)CC(=O)O (sarcosine), C(=O)([O-])[O-].[K+].[K+] (K2CO3). Solvent: O1CCOCC1 (dioxane). Reaction conditions: temperature 95 celsius. Yields the product BrC1=C(C=O)C(=CC(=C1)F)N1C(C=2SC=3CC(CC3C2C=N1)(C)C)=O (2-Bromo-6-{4,4-dimethyl-9-oxo-7-thia-10,11-diazatricyclo[6.4.0.02,6]dodeca-1(8),2(6),11-trien-10-yl}-4-fluorobenzaldehyde). As a reaction SMILES: [CH3:1][C:2]1([CH3:15])[CH2:13][C:12]2[S:11][C:10]3[C:9](=[O:14])[NH:8][N:7]=[CH:6][C:5]=3[C:4]=2[CH2:3]1.[Br:16][C:17]1[CH:24]=[C:23]([F:25])[CH:22]=[C:21](Br)[C:18]=1[CH:19]=[O:20].N(CC(O)=O)C.C([O-])([O-])=O.[K+].[K+]>O1CCOCC1>[Br:16][C:17]1[CH:24]=[C:23]([F:25])[CH:22]=[C:21]([N:8]2[N:7]=[CH:6][C:5]3[C:4]4[CH2:3][C:2]([CH3:15])([CH3:1])[CH2:13][C:12]=4[S:11][C:10]=3[C:9]2=[O:14])[C:18]=1[CH:19]=[O:20] |f:3.4.5|. Reported procedure: A 100-mL round bottom flask equipped with a magnetic stirrer and a reflux condenser was charged with 131h (330 mg, 1.5 mmol), 2,6-dibromo-4-fluorobenzaldehyde (1.26 g, 4.5 mmol), CuBr (113 mg, 0.8 mmol), sarcosine (142 mg, 1.6 mmol), K2CO3 (420 mg, 3.0 mmol), and dioxane (20 mL). See FIG. 15. After three cycles of vacuum/argon flush, the mixture was heated at 95° C. for 15 h. It was then cooled to room temperature and filtered. The filtrate was concentrated under reduced pressure and the resulti... Reactants: 225W, BrN1C(CCC1=O)=O (N-bromosuccinimide), ClC1=CC=C2C=CC(=NC2=C1)C (7-chloroquinaldine), C(C1=CC=CC=C1)(=O)OOC(C1=CC=CC=C1)=O (dibenzoylperoxide). The solvent is C(Cl)(Cl)(Cl)Cl (CCl4). Product: BrCC1=NC2=CC(=CC=C2C=C1)Cl (2-bromomethyl-7-chloroquinoline). Reaction SMILES: [Br:1]N1C(=O)CCC1=O.[Cl:9][C:10]1[CH:19]=[C:18]2[C:13]([CH:14]=[CH:15][C:16]([CH3:20])=[N:17]2)=[CH:12][CH:11]=1.C(OOC(=O)C1C=CC=CC=1)(=O)C1C=CC=CC=1>C(Cl)(Cl)(Cl)Cl>[Br:1][CH2:20][C:16]1[CH:15]=[CH:14][C:13]2[C:18](=[CH:19][C:10]([Cl:9])=[CH:11][CH:12]=2)[N:17]=1. Procedure details: A stirred suspension of N-bromosuccinimide (9.0 g), 7-chloroquinaldine (9.0 g), dibenzoylperoxide (0.5 g ) in CCl4 (200 ml) at 90° was illuminated with a 225W sunlamp for 6 hours. The suspension was cooled and passed through a plug of silica gel. The plug of silica gel was washed with 30% ether in hexane and the filtrate was evaporated. Flash chromatography of the residue using 30% ether in hexane afforded the title compound. RXN SMILES: [CH2:1]([CH2:2][c:3]1[cH:4][cH:5][cH:6][cH:7][cH:8]1)[N:9]=[C:10]=[O:11].[CH3:23][c:24]1[cH:25][cH:26][cH:27][cH:28][cH:29]1.[NH2:12][c:13]1[c:14]([OH:22])[cH:15][c:16]([N+:19](=[O:20])[O-:21])[cH:17][cH:18]1>>[CH2:1]([CH2:2][c:3]1[cH:4][cH:5][cH:6][cH:7][cH:8]1)[NH:9][C:10](=[O:11])[NH:12][c:13]1[c:14]([OH:22])[cH:15][c:16]([N+:19](=[O:20])[O-:21])[cH:17][cH:18]1. The reactants are O=C=NCCc1ccccc1, Cc1ccccc1, Nc1ccc([N+](=O)[O-])cc1O. The product is O=C(NCCc1ccccc1)Nc1ccc([N+](=O)[O-])cc1O. Starting materials: COC1=CC=C(COCCC[C@@]2(CCN(C(O2)=O)[C@@H](C)C2=CC=C(C=C2)CC(=O)O)C2=CC=CC=C2)C=C1 (2-(4-((S)-1-((R)-6-(3-(4-methoxybenzyloxy)propyl)-2-oxo-6-phenyl-1,3-oxazinan-3-yl)ethyl)phenyl)acetic acid), C(=O)([O-])[O-].[K+].[K+] (K2CO3), CI (CH3I). Solvent: CN(C)C=O (DMF). Reaction conditions: time 8 hour. Yields the product COC1=CC=C(COCCC[C@@]2(CCN(C(O2)=O)[C@@H](C)C2=CC=C(C=C2)CC(=O)OC)C2=CC=CC=C2)C=C1 (methyl 2-(4-((S)-1-((R)-6-(3-(4-methoxybenzyloxy)propyl)-2-oxo-6-phenyl-1,3-oxazinan-3-yl)ethyl)phenyl)acetate). Yield: 37.0%. As a reaction SMILES: [CH3:1][O:2][C:3]1[CH:38]=[CH:37][C:6]([CH2:7][O:8][CH2:9][CH2:10][CH2:11][C@@:12]2([C:31]3[CH:36]=[CH:35][CH:34]=[CH:33][CH:32]=3)[O:17][C:16](=[O:18])[N:15]([C@H:19]([C:21]3[CH:26]=[CH:25][C:24]([CH2:27][C:28]([OH:30])=[O:29])=[CH:23][CH:22]=3)[CH3:20])[CH2:14][CH2:13]2)=[CH:5][CH:4]=1.[C:39]([O-])([O-])=O.[K+].[K+].CI>CN(C=O)C>[CH3:1][O:2][C:3]1[CH:38]=[CH:37][C:6]([CH2:7][O:8][CH2:9][CH2:10][CH2:11][C@@:12]2([C:31]3[CH:32]=[CH:33][CH:34]=[CH:35][CH:36]=3)[O:17][C:16](=[O:18])[N:15]([C@H:19]([C:21]3[CH:22]=[CH:23][C:24]([CH2:27][C:28]([O:30][CH3:39])=[O:29])=[CH:25][CH:26]=3)[CH3:20])[CH2:14][CH2:13]2)=[CH:5][CH:4]=1 |f:1.2.3|. Procedure: To a mixture of 2-(4-((S)-1-((R)-6-(3-(4-methoxybenzyloxy)propyl)-2-oxo-6-phenyl-1,3-oxazinan-3-yl)ethyl)phenyl)acetic acid (260 mg, 0.50 mmol) and K2CO3 in DMF (2 mL) was added CH3I (0.2 g, 1 mmol). The resulting mixture was stirred overnight. The solid was filtered, and the filtrate was concentrated to give the crude product, which was purification by TLC to afford methyl 2-(4-((S)-1-((R)-6-(3-(4-methoxybenzyloxy)propyl)-2-oxo-6-phenyl-1,3-oxazinan-3-yl)ethyl)phenyl)acetate (100 mg, 37%). 1H N...